This data is from the Open Reaction Database (ORD), a public repository of structured organic reaction records. The task is: describe an organic reaction: reactants, conditions, products, and yield The reactants are [Br-], C[SiH](C)OCC1(C)OCC(CC=O)C(C(C)(C)C)O1, O=C(O)CCCC[P+](c1ccccc1)(c1ccccc1)c1ccccc1, CS(C)=O, [Cl-], [H-], [NH4+], [Na+], O=C(O)C(=O)O. The product is C[SiH](C)OCC1(C)OCC(CC=CCCCC(=O)O)C(C(C)(C)C)O1. Reaction SMILES: [Br-:3].[C:30]([CH3:31])([CH3:32])([CH3:33])[CH:34]1[O:35][C:36]([CH3:43])([CH2:44][O:45][SiH:46]([CH3:47])[CH3:48])[O:37][CH2:38][CH:39]1[CH2:40][CH:41]=[O:42].[C:4](=[O:5])([OH:6])[CH2:7][CH2:8][CH2:9][CH2:10][P+:11]([c:12]1[cH:13][cH:14][cH:15][cH:16][cH:17]1)([c:18]1[cH:19][cH:20][cH:21][cH:22][cH:23]1)[c:24]1[cH:25][cH:26][cH:27][cH:28][cH:29]1.[CH3:57][S:58]([CH3:59])=[O:60].[Cl-:49].[H-:1].[NH4+:50].[Na+:2].[OH:51][C:52]([C:53](=[O:54])[OH:55])=[O:56]>>[C:4](=[O:5])([OH:6])[CH2:7][CH2:8][CH2:9][CH:10]=[CH:41][CH2:40][CH:39]1[CH:34]([C:30]([CH3:31])([CH3:32])[CH3:33])[O:35][C:36]([CH3:43])([CH2:44][O:45][SiH:46]([CH3:47])[CH3:48])[O:37][CH2:38]1. The reactants are N1=C(C2=C3C(C=CC=C13)=CC=C2)S (benz(cd)indol-2-thiol), mercuric acetate, C1(CCCCC1)NCCCC=1C=NC=CC1 (N-cyclohexyl-3-(3-pyridinyl)propanamine), N1=CC(=CC=C1)CCCN (3-(3-pyridinyl)propanamine), C1(CCCCC1)=O (cyclohexanone), [BH3-]C#N.[Na+] (NaBH3CN). Run in CO (methanol), C(C)O (ethanol). Product: C1(CCCCC1)N(C1=NC2=CC=CC=3C2=C1C=CC3)CCCC=3C=NC=CC3 (N-Cyclohexyl-N-((3-pyridinyl)propyl)benz(cd)indol-2-amine). Reaction SMILES: N1C=CC=C(CCCN)C=1.C1(=O)CCCCC1.[BH3-]C#N.[Na+].[CH:22]1([NH:28][CH2:29][CH2:30][CH2:31][C:32]2[CH:33]=[N:34][CH:35]=[CH:36][CH:37]=2)[CH2:27][CH2:26][CH2:25][CH2:24][CH2:23]1.[N:38]1[C:46]2[C:41]3[C:42](=[CH:47][CH:48]=[CH:49][C:40]=3[C:39]=1S)[CH:43]=[CH:44][CH:45]=2>CO.C(O)C>[CH:22]1([N:28]([CH2:29][CH2:30][CH2:31][C:32]2[CH:33]=[N:34][CH:35]=[CH:36][CH:37]=2)[C:39]2[C:40]3[CH:49]=[CH:48][CH:47]=[C:42]4[C:41]=3[C:46](=[CH:45][CH:44]=[CH:43]4)[N:38]=2)[CH2:27][CH2:26][CH2:25][CH2:24][CH2:23]1 |f:2.3|. Procedure: The reaction of 3-(3-pyridinyl)propanamine and cyclohexanone in methanol in the presence of NaBH3CN leads to the preparation of N-cyclohexyl-3-(3-pyridinyl)propanamine. The latter compound, upon reaction with molar equivalents of benz(cd)indol-2-thiol and mercuric acetate in refluxing ethanol under the conditions of Example 55 leads to the title compound. The reactants are COC1CC(O[Si](c2ccccc2)(c2ccccc2)C(C)(C)C)CC1C#N, CCCC[N+](CCCC)(CCCC)CCCC, C1CCOC1, CC(=O)O, [F-]. Product: COC1CC(O)CC1C#N. RXN SMILES: [C:1]([Si:2]([c:3]1[cH:4][cH:5][cH:16][cH:17][cH:18]1)([O:6][CH:7]1[CH2:8][CH:9]([O:14][CH3:15])[CH:10]([C:12]#[N:13])[CH2:11]1)[c:19]1[cH:20][cH:21][cH:22][cH:23][cH:24]1)([CH3:25])([CH3:26])[CH3:27].[CH2:29]([N+:30]([CH2:31][CH2:32][CH2:33][CH3:34])([CH2:35][CH2:36][CH2:37][CH3:38])[CH2:39][CH2:40][CH2:41][CH3:42])[CH2:43][CH2:44][CH3:45].[CH2:50]1[O:51][CH2:52][CH2:53][CH2:54]1.[CH3:46][C:47](=[O:48])[OH:49].[F-:28]>>[OH:6][CH:7]1[CH2:8][CH:9]([O:14][CH3:15])[CH:10]([C:12]#[N:13])[CH2:11]1. Starting materials: BrC1=C2CCC(C2=CC=C1)O (4-bromo-1-indanol), O (water), C(C)(C)OC(C)C (isopropyl ether), C(C)(=O)OC(C)=O (acetic anhydride). Run in N1=CC=CC=C1 (pyridine). Yields the product C(C)(=O)OC1CCC2=C(C=CC=C12)Br (4-bromo-1-indanyl acetate). Reaction SMILES: [Br:1][C:2]1[CH:10]=[CH:9][CH:8]=[C:7]2[C:3]=1[CH2:4][CH2:5][CH:6]2[OH:11].[C:12](OC(=O)C)(=[O:14])[CH3:13].O.C(OC(C)C)(C)C>N1C=CC=CC=1>[C:12]([O:11][CH:6]1[C:7]2[C:3](=[C:2]([Br:1])[CH:10]=[CH:9][CH:8]=2)[CH2:4][CH2:5]1)(=[O:14])[CH3:13]. Reported procedure: 3.0 g of 4-bromo-1-indanol (RS) in 30 ml of pyridine is cooled to 0° C., 2 ml of acetic anhydride is introduced slowly with agitation for 17 hours at ambient temperature. It is then poured into 100 ml of water and 100 ml of isopropyl ether and decanted; the organic phase is washed with water, dried and concentrated to dryness. The residue is taken up in 1,2-dichloro ethane in order to eliminate the pyridine by azeotropy. 3.9 g of expected product is obtained. Starting materials: C(C)(C)(C)C1=CC(=C(C=N1)C=1N([C@]([C@](N1)(C)C1=CC=C(C=C1)Cl)(C)C1=CC=C(C=C1)Cl)C(=O)Cl)OCC ((4S,5R)-2-(6-tert-butyl-4-ethoxy-pyridin-3-yl)-4,5-bis-(4-chloro-phenyl)-4,5-dimethyl-4,5-dihydro-imidazole-1-carbonyl chloride), N1(CCNCC1)CCC(=O)N (3-piperazin-1-yl-propionamide). Yields the product C(C)(C)(C)C1=CC(=C(C=N1)C=1N([C@]([C@](N1)(C)C1=CC=C(C=C1)Cl)(C)C1=CC=C(C=C1)Cl)C(=O)N1CCN(CC1)CCC(=O)N)OCC (3-{4-[(4S,5R)-2-(6-tert-Butyl-4-ethoxy-pyridin-3-yl)-4,5-bis-(4-chloro-phenyl)-4,5-dimethyl-4,5-dihydro-imidazole-1-carbonyl]-piperazin-1-yl}-propionamide). Reaction SMILES: [C:1]([C:5]1[N:10]=[CH:9][C:8]([C:11]2[N:12]([C:32](Cl)=[O:33])[C@@:13]([C:25]3[CH:30]=[CH:29][C:28]([Cl:31])=[CH:27][CH:26]=3)([CH3:24])[C@@:14]([C:17]3[CH:22]=[CH:21][C:20]([Cl:23])=[CH:19][CH:18]=3)([CH3:16])[N:15]=2)=[C:7]([O:35][CH2:36][CH3:37])[CH:6]=1)([CH3:4])([CH3:3])[CH3:2].[N:38]1([CH2:44][CH2:45][C:46]([NH2:48])=[O:47])[CH2:43][CH2:42][NH:41][CH2:40][CH2:39]1>>[C:1]([C:5]1[N:10]=[CH:9][C:8]([C:11]2[N:12]([C:32]([N:41]3[CH2:40][CH2:39][N:38]([CH2:44][CH2:45][C:46]([NH2:48])=[O:47])[CH2:43][CH2:42]3)=[O:33])[C@@:13]([C:25]3[CH:30]=[CH:29][C:28]([Cl:31])=[CH:27][CH:26]=3)([CH3:24])[C@@:14]([C:17]3[CH:18]=[CH:19][C:20]([Cl:23])=[CH:21][CH:22]=3)([CH3:16])[N:15]=2)=[C:7]([O:35][CH2:36][CH3:37])[CH:6]=1)([CH3:2])([CH3:4])[CH3:3]. Procedure: In a manner analogous to the method described in examples 8, (4S,5R)-2-(6-tert-butyl-4-ethoxy-pyridin-3-yl)-4,5-bis-(4-chloro-phenyl)-4,5-dimethyl-4,5-dihydro-imidazole-1-carbonyl chloride (example 51) was coupled with 3-piperazin-1-yl-propionamide (Oakwood) to give the title compound. HR-MS (ES, m/z) calculated for C36H45Cl2N6O3 [(M+H)+] 679.2925, observed 679.2928.